Dataset: the Open Reaction Database (ORD), a public repository of structured organic reaction records. Task: describe an organic reaction: reactants, conditions, products, and yield Reactants: Cc1cc([N+](=O)[O-])c(Cl)c[n+]1[O-], ClCCl, [Na+], [OH-], O=P(Cl)(Cl)Cl. The product is Cc1cc(Cl)c(Cl)c[n+]1[O-]. Reaction SMILES: [Cl:1][c:2]1[c:3]([N+:10]([O-:11])=[O:12])[cH:4][c:5]([CH3:9])[n+:6]([O-:8])[cH:7]1.[Cl:20][CH2:21][Cl:22].[Na+:19].[OH-:18].[P:13]([Cl:14])([Cl:15])([Cl:16])=[O:17]>>[Cl:1][c:2]1[c:3]([Cl:15])[cH:4][c:5]([CH3:9])[n+:6]([O-:8])[cH:7]1. Starting materials: C(=O)(OCC1=CC=CC=C1)N1C[C@H](CC1)N ((3S)-1-Cbz-3-aminopyrrolidine), C(=O)(OC(C)(C)C)N1CCC(CC1)N(C(N(C(C)C)C)=O)C1CCCCC1 (1-BOC-4-{cyclohexyl[methyl(isopropyl)carbamoyl]amino}piperidine). The product is C1(CCCCC1)N(C1CCNCC1)C(N(C(C)C)C)=O (4-{cyclohexyl[methyl(isopropyl)carbamoyl]amino}piperidine). As a reaction SMILES: C(N1CC[C@H](N)C1)(OCC1C=CC=CC=1)=O.C([N:24]1[CH2:29][CH2:28][CH:27]([N:30]([CH:38]2[CH2:43][CH2:42][CH2:41][CH2:40][CH2:39]2)[C:31](=[O:37])[N:32]([CH3:36])[CH:33]([CH3:35])[CH3:34])[CH2:26][CH2:25]1)(OC(C)(C)C)=O>>[CH:38]1([N:30]([C:31](=[O:37])[N:32]([CH3:36])[CH:33]([CH3:34])[CH3:35])[CH:27]2[CH2:28][CH2:29][NH:24][CH2:25][CH2:26]2)[CH2:43][CH2:42][CH2:41][CH2:40][CH2:39]1. Procedure: The title compound was prepared following the procedure described in Step B of Intermediate 1 using 1-BOC-4-{cyclohexyl[methyl(isopropyl)carbamoyl]amino}piperidine. Reactants: CC(C(=O)O)(C)C (trimethylacetic acid), COC=1C=CC2=C(SC=C2OC2=CC=C(C=C2)/C=C/C(=O)OC(C)(C)C)C1 ((E)-tert-butyl 3-(4-((6-methoxybenzo[b]thiophen-3-yl)oxy)phenyl)acrylate), BrC1=CC=C(C=C1)C(F)(F)F (1-bromo-4-(trifluoromethyl)benzene), chloro[2-(dicyclohexylphosphino)-3,6-dimethoxy-2′,4′,6′-tri-i-propyl-1,1′-biphenyl][2-(2-aminoethyl)phenyl]palladium(II), C([O-])([O-])=O.[K+].[K+] (potassium carbonate). Run in CC(=O)N(C)C (DMA). Yields the product COC=1C=CC2=C(SC(=C2OC2=CC=C(C=C2)/C=C/C(=O)OC(C)(C)C)C2=CC=C(C=C2)C(F)(F)F)C1 ((E)-tert-butyl 3-(4-((6-methoxy-2-(4-(trifluoromethyl)phenyl)benzo[b]thiophen-3 yl)oxy)phenyl)acrylate). Isolated yield 84.6%. Reaction SMILES: [CH3:1][O:2][C:3]1[CH:4]=[CH:5][C:6]2[C:10]([O:11][C:12]3[CH:17]=[CH:16][C:15](/[CH:18]=[CH:19]/[C:20]([O:22][C:23]([CH3:26])([CH3:25])[CH3:24])=[O:21])=[CH:14][CH:13]=3)=[CH:9][S:8][C:7]=2[CH:27]=1.Br[C:29]1[CH:34]=[CH:33][C:32]([C:35]([F:38])([F:37])[F:36])=[CH:31][CH:30]=1.CC(C)(C)C(O)=O.C(=O)([O-])[O-].[K+].[K+]>CC(N(C)C)=O>[CH3:1][O:2][C:3]1[CH:4]=[CH:5][C:6]2[C:10]([O:11][C:12]3[CH:17]=[CH:16][C:15](/[CH:18]=[CH:19]/[C:20]([O:22][C:23]([CH3:24])([CH3:26])[CH3:25])=[O:21])=[CH:14][CH:13]=3)=[C:9]([C:29]3[CH:34]=[CH:33][C:32]([C:35]([F:38])([F:37])[F:36])=[CH:31][CH:30]=3)[S:8][C:7]=2[CH:27]=1 |f:3.4.5|. Procedure: To a 5 mL microwave vial, added a solution of (E)-tert-butyl 3-(4-((6-methoxybenzo[b]thiophen-3-yl)oxy)phenyl)acrylate (50 mg, 0.13 mmol) in anhydrous DMA (1.5 mL), followed by 1-bromo-4-(trifluoromethyl)benzene (35.3 mg, 0.16 mmol), chloro[2-(dicyclohexylphosphino)-3,6-dimethoxy-2′,4′,6′-tri-i-propyl-1,1′-biphenyl][2-(2-aminoethyl)phenyl]palladium(II) (BrettPhos palladacycle 1st generation, 10.4 mg, 0.013 mmol), trimethylacetic acid (40.1 mg, 0.392 mmol) and potassium carbonate (54.2 mg, 0.392 ... Starting materials: ClC1=NC=CC(=N1)N1CCC(CC1)O (1-(2-chloropyrimidin-4-yl)-4-piperidinol), COC=1C=C(C=CC1N1C=NC(=C1)C)N (3-methoxy-4-(4-methyl-imidazol-1-yl)-phenylamine). Solvent: ClCCl.CO (dichloromethane methanol). Yields the product COC=1C=C(C=CC1N1C=NC(=C1)C)NC1=NC=CC(=N1)N1CCC(CC1)O (1-{2-[3-Methoxy-4-(4-methyl-imidazol-1-yl)-phenylamino]-pyrimidin-4-yl}-piperidin-4-ol). Reaction SMILES: Cl[C:2]1[N:7]=[C:6]([N:8]2[CH2:13][CH2:12][CH:11]([OH:14])[CH2:10][CH2:9]2)[CH:5]=[CH:4][N:3]=1.[CH3:15][O:16][C:17]1[CH:18]=[C:19]([NH2:29])[CH:20]=[CH:21][C:22]=1[N:23]1[CH:27]=[C:26]([CH3:28])[N:25]=[CH:24]1>ClCCl.CO>[CH3:15][O:16][C:17]1[CH:18]=[C:19]([NH:29][C:2]2[N:7]=[C:6]([N:8]3[CH2:13][CH2:12][CH:11]([OH:14])[CH2:10][CH2:9]3)[CH:5]=[CH:4][N:3]=2)[CH:20]=[CH:21][C:22]=1[N:23]1[CH:27]=[C:26]([CH3:28])[N:25]=[CH:24]1 |f:2.3|. Reported procedure: The title compound was prepared from 1-(2-chloropyrimidin-4-yl)-4-piperidinol (120 mg, 0.534 mmol) and 3-methoxy-4-(4-methyl-imidazol-1-yl)-phenylamine (109 mg, 0534 mmol) using in analogous manner the procedure described in example 43b). Obtained after trituration in dichloromethane/methanol (19:1 v/v) as a white solid (117 mg, 57%). MS ISP (m/e): 381.1 [(M+1-1)+]. 1H NMR (DMSO-D6, 300 MHz): δ (ppm)=9.24 (s, 1H), 7.97 (d, 1H), 7.84 (d, 1H), 7.63 (s, 1H), 7.26 (dd, 1H), 7.18 (d, 1H), 7.03 (s, 1H... The reactants are BrC(Br)(Br)Br, ClCCl, CC12CC(F)C3C4CCC(=O)C=C4CC(CCCCCO)C3C1CCC2=O, c1ccc(P(c2ccccc2)c2ccccc2)cc1. Product: CC12CC(F)C3C4CCC(=O)C=C4CC(CCCCCBr)C3C1CCC2=O. RXN SMILES: [C:47]([Br:48])([Br:49])([Br:50])[Br:51].[Cl:52][CH2:53][Cl:54].[F:1][CH:2]1[CH:3]2[CH:4]3[CH2:5][CH2:6][C:7](=[O:27])[CH:8]=[C:9]3[CH2:10][CH:11]([CH2:21][CH2:22][CH2:23][CH2:24][CH2:25][OH:26])[CH:12]2[CH:13]2[CH2:14][CH2:15][C:16](=[O:20])[C:17]2([CH3:18])[CH2:19]1.[c:28]1([P:29]([c:30]2[cH:31][cH:32][cH:33][cH:34][cH:35]2)[c:36]2[cH:37][cH:38][cH:39][cH:40][cH:41]2)[cH:42][cH:43][cH:44][cH:45][cH:46]1>>[F:1][CH:2]1[CH:3]2[CH:4]3[CH2:5][CH2:6][C:7](=[O:27])[CH:8]=[C:9]3[CH2:10][CH:11]([CH2:21][CH2:22][CH2:23][CH2:24][CH2:25][Br:48])[CH:12]2[CH:13]2[CH2:14][CH2:15][C:16](=[O:20])[C:17]2([CH3:18])[CH2:19]1. Reaction conditions: temperature 60 celsius, time 18 hour. Isolated yield 25.6%. Run in CCO (EtOH), O (water). The reactants are COC1=C(C=O)C=CC=C1C1=CC=CC=C1 (2-methoxy-3-phenylbenzaldehyde), Cl.Cl.NC1=CC=C2C=C(C=C(C2=C1N)O)C(=O)O (7,8-Diamino-1-hydroxy-3-naphthoic acid dihydrochloride), S([O-])(O)=O.[Na+] (sodium bisulfite). The product is Cl.C1(=CC=CC=C1)C=1C(=C(C=CC1)C=1NC2=C(N1)C1=C(C=C(C=C1C=C2)C(=O)O)O)OC (2-(3-phenyl-2-methoxyphenyl)-9-hydroxy-naphth[1,2-d]imidazole-7-carboxylic acid hydrochloride). As a reaction SMILES: [CH3:1][O:2][C:3]1[C:10]([C:11]2[CH:16]=[CH:15][CH:14]=[CH:13][CH:12]=2)=[CH:9][CH:8]=[CH:7][C:4]=1[CH:5]=O.[ClH:17].Cl.[NH2:19][C:20]1[C:29]([NH2:30])=[C:28]2[C:23]([CH:24]=[C:25]([C:32]([OH:34])=[O:33])[CH:26]=[C:27]2[OH:31])=[CH:22][CH:21]=1.S(=O)(O)[O-].[Na+]>CCO.O>[ClH:17].[C:11]1([C:10]2[C:3]([O:2][CH3:1])=[C:4]([C:5]3[NH:19][C:20]4[CH:21]=[CH:22][C:23]5[C:28](=[C:27]([OH:31])[CH:26]=[C:25]([C:32]([OH:34])=[O:33])[CH:24]=5)[C:29]=4[N:30]=3)[CH:7]=[CH:8][CH:9]=2)[CH:16]=[CH:15][CH:14]=[CH:13][CH:12]=1 |f:1.2.3,4.5,8.9|. Procedure: To an agitated solution of 2-methoxy-3-phenylbenzaldehyde (0.020 g, 0.08 mmol) in EtOH (0.80 mL) was added 7,8-Diamino-1-hydroxy-3-naphthoic acid dihydrochloride (0.02 g, 0.07 mmol) and sodium bisulfite (0.02 g) in water (0.20 mL). The solution was heated to 60° C. and agitated over 18 hours. The solution was cooled to room temperature and concentrated under reduced pressure. The tan residue was subjected to HPLC (ODS-A, gradient 10-90% CH3CN/water 0.1% TFA) to provide the title compound (0.008 ... Procedure details: 4.0 g of Pyrazine-2-sulfonic acid sodium salt (1900) was added to a solution of 20 ml methyl iodide/40 ml methanol and the mixture refluxed for 7 days. The solvent was evaporated and the residue chromatographed (Biogel P-2/water) giving 3.5 g of product (2000) which was recrystallized from ethanol/water, m.p. 270°-2° (dec). UV H2O max: 282 (3.86). The reactants are [Na+].N1=C(C=NC=C1)S(=O)(=O)[O-] (Pyrazine-2-sulfonic acid sodium salt), CI (methyl iodide). RXN SMILES: [Na+].[N:2]1[CH:7]=[CH:6][N:5]=[CH:4][C:3]=1[S:8]([O-:11])(=[O:10])=O.[CH3:12]I>>[CH3:12][N:5]1[CH:6]=[CH:7][NH:2][C:3](=[S:8](=[O:10])=[O:11])[CH2:4]1 |f:0.1|. Product: CN1CC(NC=C1)=S(=O)=O (1-Methyl-3-sulfonylpyrazine). Starting materials: COC=1C=C2CC(N(C2=CC1)C(C(=C)C)=O)C(=O)O (2,3-dihydro-5-methoxy-1-(2-methyl-1-oxo-2-propenyl)-1H-indole-2-carboxylic acid), C(C1=CC=CC=C1)(=O)SCC(C(=O)N1C(CC2=CC(=CC=C12)Cl)C(=O)O)C (1-[3-(benzoylthio)-2-methyl-1-oxopropyl]-5-chloro-2,3-dihydro-1H-indole-2-carboxylic acid). Yields the product C1(CCCCC1)NC1CCCCC1 (dicyclohexylamine). RXN SMILES: CO[C:3]1[CH:4]=[C:5]2[C:9](=[CH:10][CH:11]=1)[N:8]([C:12](=O)[C:13]([CH3:15])=C)C(C(O)=O)C2.[C:20](SCC(C)C(N1C2C(=CC(Cl)=CC=2)CC1C(O)=O)=O)(=O)[C:21]1C=CC=C[CH:22]=1>>[CH:12]1([NH:8][CH:9]2[CH2:10][CH2:11][CH2:3][CH2:4][CH2:5]2)[CH2:13][CH2:15][CH2:22][CH2:21][CH2:20]1. Procedure: By substituting 5-chloro-2,3-dihydro-1-(2-methyl-1-oxo-2-propenyl)-1H-indole-2-carboxylic acid from Example 34 for 2,3-dihydro-5-methoxy-1-(2-methyl-1-oxo-2-propenyl)-1H-indole-2-carboxylic acid in the procedure of Example 25, 1-[3-(benzoylthio)-2-methyl-1-oxopropyl]-5-chloro-2,3-dihydro-1H-indole-2-carboxylic acid, dicyclohexylamine was obtained. The latter salt was then treated with 5% aqueous potassium hydrogen sulfate as in Example 15 to give the titled compound. Solvent: C(C)(=O)OCC (ethyl acetate). Procedure details: 1.0 g of 5% palladium-on-carbon catalyst is added to a solution of 10.0 g of 5-methyl-1-(4-nitrophenyl)-3-n-propyl-3-azabicyclo[3.1.1]heptane-2,4-dione in 200 ml of ethyl acetate and the whole is hydrogenated under normal pressure and at 30°-35° in a hydrogen atmosphere. When the absorption of hydrogen is complete, the reaction mixture is diluted with 100 ml of methylene chloride and freed of catalyst by filtration over HYFLO Super-Cel®. The solvent is evaporated off in vacuo, and the residue is... Reagents/catalysts: [Pd] (palladium-on-carbon). Starting materials: CC12C(N(C(C(C1)(C2)C2=CC=C(C=C2)[N+](=O)[O-])=O)CCC)=O (5-methyl-1-(4-nitrophenyl)-3-n-propyl-3-azabicyclo[3.1.1]heptane-2,4-dione), [H][H] (hydrogen). RXN SMILES: [CH3:1][C:2]12[CH2:8][C:6]([C:9]3[CH:14]=[CH:13][C:12]([N+:15]([O-])=O)=[CH:11][CH:10]=3)([CH2:7]1)[C:5](=[O:18])[N:4]([CH2:19][CH2:20][CH3:21])[C:3]2=[O:22].[H][H]>[Pd].C(OCC)(=O)C>[NH2:15][C:12]1[CH:11]=[CH:10][C:9]([C:6]23[CH2:8][C:2]([CH3:1])([CH2:7]2)[C:3](=[O:22])[N:4]([CH2:19][CH2:20][CH3:21])[C:5]3=[O:18])=[CH:14][CH:13]=1. The product is NC1=CC=C(C=C1)C12C(N(C(C(C1)(C2)C)=O)CCC)=O (1-(4-aminophenyl)-5-methyl-3-n-propyl-3-azabicyclo[3.1.1]heptane-2,4-dione). Starting materials: C1N(CCC2=CC=CC=C12)C1CCC2(CC1)OC1=C(C(C2)O)C=C(C=C1)NS(=O)(=O)C (N-[4'-(3,4-dihydro-2(1H)-isoquinolinyl)-3,4-dihydro-4hydroxyspiro[2H-1-benzopyran-2,1'-cyclohexan]-6-yl]methanesulfonamide), C(=O)(O)[O-].[Na+] (NaHCO3), CCOC(=O)C (EtOAc), C1(=CC=C(C=C1)S(=O)(=O)O)C (p-toluene sulfonic acid). The solvent is C1(=CC=CC=C1)C (toluene). The product is C1N(CCC2=CC=CC=C12)C1CCC2(CC1)OC1=C(C=C2)C=C(C=C1)NS(=O)(=O)C (N-[4'-(3,4-dihydro-2(1H)-isoquinolinyl)spiro[2H-1-benzopyran-2,1'-cyclohexan]-6-yl ]methanesulfonamide). RXN SMILES: [CH2:1]1[C:10]2[C:5](=[CH:6][CH:7]=[CH:8][CH:9]=2)[CH2:4][CH2:3][N:2]1[CH:11]1[CH2:16][CH2:15][C:14]2([CH2:21][CH:20](O)[C:19]3[CH:23]=[C:24]([NH:27][S:28]([CH3:31])(=[O:30])=[O:29])[CH:25]=[CH:26][C:18]=3[O:17]2)[CH2:13][CH2:12]1.C1(C)C=CC(S(O)(=O)=O)=CC=1.C([O-])(O)=O.[Na+].CCOC(C)=O>C1(C)C=CC=CC=1>[CH2:1]1[C:10]2[C:5](=[CH:6][CH:7]=[CH:8][CH:9]=2)[CH2:4][CH2:3][N:2]1[CH:11]1[CH2:16][CH2:15][C:14]2([CH:21]=[CH:20][C:19]3[CH:23]=[C:24]([NH:27][S:28]([CH3:31])(=[O:29])=[O:30])[CH:25]=[CH:26][C:18]=3[O:17]2)[CH2:13][CH2:12]1 |f:2.3|. Procedure: To a stirred suspension of the alcohol from example 2 above (310 mg, 0.7 mmol) in toluene (8 ml )was added p-toluene sulfonic acid (200 mg). This was boiled without a condenser until the reaction mixture was a gum. It was then cooled to r.t., sat. NaHCO3 (1 00 ml ) and EtOAc (1 00 ml ) were added. The biphasic mixture was stirred at r.t until all of the gummy solid dissolved. The layers were separated and the organic phase was dried over Na2SO4 and evaporated under reduced pressure to give 166 m...